This data is from the Open Reaction Database (ORD), a public repository of structured organic reaction records. The task is: describe an organic reaction: reactants, conditions, products, and yield Procedure details: Prepared by the method of Example 54a), from 2-(2-fluoro-5-nitrophenyl)-5-phenylbenzoxazole (200 mg, 0.60 mmol), and pentylamine (2 ml) the subtitle compound was obtained (289 mg, 100%). MS 402 m/z (M+H)+. The product is [N+](=O)([O-])C=1C=CC(=C(C1)C=1OC2=C(N1)C=C(C=C2)C2=CC=CC=C2)NCCCCC (2-(5-Nitro-2-pentylaminophenyl)-5-phenylbenzoxazole). Starting materials: FC1=C(C=C(C=C1)[N+](=O)[O-])C=1OC2=C(N1)C=C(C=C2)C2=CC=CC=C2 (2-(2-fluoro-5-nitrophenyl)-5-phenylbenzoxazole), C(CCCC)N (pentylamine). RXN SMILES: F[C:2]1[CH:7]=[CH:6][C:5]([N+:8]([O-:10])=[O:9])=[CH:4][C:3]=1[C:11]1[O:12][C:13]2[CH:19]=[CH:18][C:17]([C:20]3[CH:25]=[CH:24][CH:23]=[CH:22][CH:21]=3)=[CH:16][C:14]=2[N:15]=1.[CH2:26]([NH2:31])[CH2:27][CH2:28][CH2:29][CH3:30]>>[N+:8]([C:5]1[CH:6]=[CH:7][C:2]([NH:31][CH2:26][CH2:27][CH2:28][CH2:29][CH3:30])=[C:3]([C:11]2[O:12][C:13]3[CH:19]=[CH:18][C:17]([C:20]4[CH:25]=[CH:24][CH:23]=[CH:22][CH:21]=4)=[CH:16][C:14]=3[N:15]=2)[CH:4]=1)([O-:10])=[O:9]. The reactants are CCc1cnc(N2CCC(n3cc(COS(C)(=O)=O)c(C(F)(F)F)n3)CC2)nc1, CS(=O)(=O)c1ccc(O)c(F)c1. Yields the product CCc1cnc(N2CCC(n3cc(COc4ccc(S(C)(=O)=O)cc4F)c(C(F)(F)F)n3)CC2)nc1. Reaction SMILES: [CH3:1][S:2](=[O:3])(=[O:4])[O:5][CH2:6][c:7]1[c:8]([C:26]([F:27])([F:28])[F:29])[n:9][n:10]([CH:12]2[CH2:13][CH2:14][N:15]([c:18]3[n:19][cH:20][c:21]([CH2:24][CH3:25])[cH:22][n:23]3)[CH2:16][CH2:17]2)[cH:11]1.[F:30][c:31]1[c:32]([OH:41])[cH:33][cH:34][c:35]([S:37](=[O:38])(=[O:39])[CH3:40])[cH:36]1>>[O:5]([CH2:6][c:7]1[c:8]([C:26]([F:27])([F:28])[F:29])[n:9][n:10]([CH:12]2[CH2:13][CH2:14][N:15]([c:18]3[n:19][cH:20][c:21]([CH2:24][CH3:25])[cH:22][n:23]3)[CH2:16][CH2:17]2)[cH:11]1)[c:32]1[c:31]([F:30])[cH:36][c:35]([S:37](=[O:38])(=[O:39])[CH3:40])[cH:34][cH:33]1. Reactants: C(#C)[C@]1(OC2=C(CC1)C(=C(C(=C2C)C)O)C)C ((S)-(+)-2-ethynyl-3,4-dihydro-2,5,7,8-tetramethyl-2H-1-benzopyran-6-ol), S(=O)(=O)(OC)OC (dimethyl sulfate), [OH-].[Na+] (NaOH), [OH-].[NH4+] (Ammonium hydroxide). Run in CC(=O)C (acetone). The product is C(#C)[C@]1(OC2=C(CC1)C(=C(C(=C2C)C)OC)C)C ((S)-(+)-2-ethynyl-3,4-dihydro-6-methoxy-2,5,7,8-tetramethyl-2H-1-benzopyran). The yield is 47.0%. Reaction SMILES: [C:1]([C@:3]1([CH3:17])[CH2:8][CH2:7][C:6]2[C:9]([CH3:16])=[C:10]([OH:15])[C:11]([CH3:14])=[C:12]([CH3:13])[C:5]=2[O:4]1)#[CH:2].S(OC)(O[CH3:22])(=O)=O.[OH-].[Na+].[OH-].[NH4+]>CC(C)=O>[C:1]([C@:3]1([CH3:17])[CH2:8][CH2:7][C:6]2[C:9]([CH3:16])=[C:10]([O:15][CH3:22])[C:11]([CH3:14])=[C:12]([CH3:13])[C:5]=2[O:4]1)#[CH:2] |f:2.3,4.5|. Procedure: A solution of (S)-(+)-2-ethynyl-3,4-dihydro-2,5,7,8-tetramethyl-2H-1-benzopyran-6-ol (354 mg, 1.54 mmol) in acetone (9 mL) was treated with dimethyl sulfate (0.8 mL), and 50% NaOH (1.2 mL) for 2 h at 25° C. with stirring. Ammonium hydroxide solution (1.0N, 50 mL) was added, and it was extracted with ether (3×50 mL). The extracts were combined, washed with 1.0 N HCl, water, and dried over MgSO4. It was filtered and concentrated in vacuo to give 400 mg of solid, which or crystallization from ether... Reactants: CC1(OCC(CO1)(C1=CC2=CC=C(C=C2C=C1)OC1=CC=C(C=C1)OC1=CC=CC=C1)[N+](=O)[O-])C (2,2-dimethyl-5-nitro-5-(6-(4-phenoxyphenoxy)naphthalen-2-yl)-1,3-dioxane), C(CCCC)OC1=CC=C(C=C1)O (4-pentyloxy-phenol). Product: CC1(OCC(CO1)(C1=CC2=CC=C(C=C2C=C1)OC1=CC=C(C=C1)OCCCCC)[N+](=O)[O-])C (2,2-dimethyl-5-nitro-5-(6-(4-(pentyloxy)phenoxy)naphthalen-2-yl)-1,3-dioxane). Yield: 58.0%. As a reaction SMILES: [CH3:1][C:2]1([CH3:35])[O:7][CH2:6][C:5]([N+:32]([O-:34])=[O:33])([C:8]2[CH:17]=[CH:16][C:15]3[C:10](=[CH:11][CH:12]=[C:13]([O:18][C:19]4[CH:24]=[CH:23][C:22]([O:25][C:26]5C=[CH:30][CH:29]=[CH:28][CH:27]=5)=[CH:21][CH:20]=4)[CH:14]=3)[CH:9]=2)[CH2:4][O:3]1.C(OC1C=CC(O)=CC=1)CCCC>>[CH3:35][C:2]1([CH3:1])[O:3][CH2:4][C:5]([N+:32]([O-:34])=[O:33])([C:8]2[CH:17]=[CH:16][C:15]3[C:10](=[CH:11][CH:12]=[C:13]([O:18][C:19]4[CH:20]=[CH:21][C:22]([O:25][CH2:26][CH2:27][CH2:28][CH2:29][CH3:30])=[CH:23][CH:24]=4)[CH:14]=3)[CH:9]=2)[CH2:6][O:7]1. Reported procedure: 2,2-dimethyl-5-nitro-5-(6-(4-(pentyloxy)phenoxy)naphthalen-2-yl)-1,3-dioxane was synthesized as per 2,2-dimethyl-5-nitro-5-(6-(4-phenoxyphenoxy)naphthalen-2-yl)-1,3-dioxane (Example 243) in 58% yield using 4-pentyloxy-phenol as the reagent. Reactants: COCCOC (DME), Si-Thiol, BrC=1C(=NC=C(C(=O)NC2=CC=C(C=C2)OC(F)(F)F)C1)N1C[C@@H]([C@@H](C1)O)O (5-Bromo-6-((3S,4R)-3,4-dihydroxypyrrolidin-1-yl)-N-(4-(trifluoromethoxy)phenyl)nicotinamide), N1=CN=CC(=C1)B(O)O (pyrimidin-5-ylboronic acid), C(=O)([O-])[O-].[Na+].[Na+] (Na2CO3). Reagents/catalysts: Cl[Pd]([P](C1=CC=CC=C1)(C2=CC=CC=C2)C3=CC=CC=C3)([P](C4=CC=CC=C4)(C5=CC=CC=C5)C6=CC=CC=C6)Cl (Pd(PPh3)2Cl2). Run in CCO (EtOH), O (water). The product is O[C@H]1CN(C[C@H]1O)C1=NC=C(C(=O)NC2=CC=C(C=C2)OC(F)(F)F)C=C1C=1C=NC=NC1 (6-((3S,4R)-3,4-Dihydroxypyrrolidin-1-yl)-5-(pyrimidin-5-yl)-N-(4-(trifluoromethoxy)phenyl)nicotinamide). Reaction SMILES: Br[C:2]1[C:3]([N:22]2[CH2:26][C@@H:25]([OH:27])[C@@H:24]([OH:28])[CH2:23]2)=[N:4][CH:5]=[C:6]([CH:21]=1)[C:7]([NH:9][C:10]1[CH:15]=[CH:14][C:13]([O:16][C:17]([F:20])([F:19])[F:18])=[CH:12][CH:11]=1)=[O:8].[N:29]1[CH:34]=[C:33](B(O)O)[CH:32]=[N:31][CH:30]=1.C([O-])([O-])=O.[Na+].[Na+].COCCOC>Cl[Pd](Cl)([P](C1C=CC=CC=1)(C1C=CC=CC=1)C1C=CC=CC=1)[P](C1C=CC=CC=1)(C1C=CC=CC=1)C1C=CC=CC=1.CCO.O>[OH:28][C@@H:24]1[C@H:25]([OH:27])[CH2:26][N:22]([C:3]2[C:2]([C:33]3[CH:34]=[N:29][CH:30]=[N:31][CH:32]=3)=[CH:21][C:6]([C:7]([NH:9][C:10]3[CH:15]=[CH:14][C:13]([O:16][C:17]([F:20])([F:19])[F:18])=[CH:12][CH:11]=3)=[O:8])=[CH:5][N:4]=2)[CH2:23]1 |f:2.3.4,^1:52,71|. Procedure: 5-Bromo-6-((3S,4R)-3,4-dihydroxypyrrolidin-1-yl)-N-(4-(trifluoromethoxy)phenyl)nicotinamide (Stage 71.1, 60 mg, 0.13 mmol), pyrimidin-5-ylboronic acid (32.2 mg, 0.26 mmol), Pd(PPh3)2Cl2 (9.11 mg, 0.013 mmol) and Na2CO3 (55.0 mg, 0.519 mmol) were added to a MW vial and treated with a mixture of DME (551 μL), water (157 μL) and EtOH (79 μL). The vial was sealed, evacuated/purged with argon and subjected to MW irradiation at 125° C. for 10 min. The RM was diluted with DME (3 mL), treated with Si-Th... Starting materials: P(=O)(OC1=CC=CC=C1)(OC1=CC=CC=C1)Cl (Diphenyl chlorophosphate), O=C1C[C@H]2N(C1C(=O)OCC1=CC=C(C=C1)[N+](=O)[O-])C(C2)=O (p-nitrobenzyl 2-oxo-carbapenam-3-carboxylate), C(C)(C)N(CC)C(C)C (diisopropylethylamine), [N-]=[N+]=[N-].[K+] (potassium azide), O1CCOCCOCCOCCOCCOCC1 (1,4,7,10,13,16-hexaoxacyclooctadecane). Reagents/catalysts: CN(C1=CC=NC=C1)C (4-dimethylaminopyridine). The solvent is C(C)#N (acetonitrile). Conditions: time 5 minute. Product: N(=[N+]=[N-])C=1C[C@H]2N(C1C(=O)OCC1=CC=C(C=C1)[N+](=O)[O-])C(C2)=O (p-nitrobenzyl 2-azido-carbapen-2-em-3-carboxylate). Isolated yield 19.2%. Reaction SMILES: P(Cl)(OC1C=CC=CC=1)(OC1C=CC=CC=1)=O.O=[C:19]1[CH:23]([C:24]([O:26][CH2:27][C:28]2[CH:33]=[CH:32][C:31]([N+:34]([O-:36])=[O:35])=[CH:30][CH:29]=2)=[O:25])[N:22]2[C:37](=[O:39])[CH2:38][C@H:21]2[CH2:20]1.C(N(C(C)C)CC)(C)C.[N-:49]=[N+:50]=[N-:51].[K+].O1CCOCCOCCOCCOCCOCC1>CN(C)C1C=CN=CC=1.C(#N)C>[N:49]([C:19]1[CH2:20][C@@H:21]2[CH2:38][C:37](=[O:39])[N:22]2[C:23]=1[C:24]([O:26][CH2:27][C:28]1[CH:33]=[CH:32][C:31]([N+:34]([O-:36])=[O:35])=[CH:30][CH:29]=1)=[O:25])=[N+:50]=[N-:51] |f:3.4|. Procedure: Diphenyl chlorophosphate (10.9 microliter, 52.6 micromol) was added to a stirred, 0° C. solution of a p-nitrobenzyl 2-oxo-carbapenam-3-carboxylate (15.4 mg, 50.6 micromol), 4-dimethylaminopyridine (1.3 mg, 11 micromol), and diisopropylethylamine (10.4 microliter, 59.7 micromol) in anhydrous acetonitrile (500 microliter). After 5 min., potassium azide (12.6 mg, 155 micromol), and 1,4,7,10,13,16-hexaoxacyclooctadecane (13.3 mg, 50.3 micromol) were added. After an additional 5 min. the mixture was ... Starting materials: O=C([O-])[O-], O=C([O-])O, COc1cncc(-c2ccc(C(C)(c3ccc(-c4noc(COC(C)=O)n4)cn3)C(C)C)cc2)c1, CO, [K+], [K+], [Na+], O. Product: COc1cncc(-c2ccc(C(C)(c3ccc(-c4noc(CO)n4)cn3)C(C)C)cc2)c1. Reaction SMILES: [C:1](=[O:2])([O-:3])[O-:4].[C:42](=[O:43])([OH:44])[O-:45].[C:7](=[O:8])([CH3:9])[O:10][CH2:11][c:12]1[n:13][c:14](-[c:17]2[cH:18][n:19][c:20]([C:23]([CH:24]([CH3:25])[CH3:26])([CH3:27])[c:28]3[cH:29][cH:30][c:31](-[c:34]4[cH:35][n:36][cH:37][c:38]([O:40][CH3:41])[cH:39]4)[cH:32][cH:33]3)[cH:21][cH:22]2)[n:15][o:16]1.[CH3:48][OH:49].[K+:5].[K+:6].[Na+:46].[OH2:47]>>[OH:10][CH2:11][c:12]1[n:13][c:14](-[c:17]2[cH:18][n:19][c:20]([C:23]([CH:24]([CH3:25])[CH3:26])([CH3:27])[c:28]3[cH:29][cH:30][c:31](-[c:34]4[cH:35][n:36][cH:37][c:38]([O:40][CH3:41])[cH:39]4)[cH:32][cH:33]3)[cH:21][cH:22]2)[n:15][o:16]1. The reactants are ( 1 ), C([O-])([O-])=O.[K+].[K+] (potassium carbonate), C(C1=CC=CC=C1)OC(=O)NCCBr (2-benzyloxycarbonylamino-1-bromoethane), OC=1C=CC2=C(SC3=C2C=CC=C3)C1 (3-hydroxydibenzothiophene), C(C)(=O)OCC (ethyl acetate). Solvent: CN(C=O)C (dimethylformamide), O (water). Reaction conditions: temperature 60 celsius. Product: C(C1=CC=CC=C1)OC(=O)NCCOC=1C=CC2=C(SC3=C2C=CC=C3)C1 (3-(2-benzyloxycarbonylaminoethoxy) dibenzothiophene). The yield is 91.2%. As a reaction SMILES: [OH:1][C:2]1[CH:3]=[CH:4][C:5]2[C:9]3[CH:10]=[CH:11][CH:12]=[CH:13][C:8]=3[S:7][C:6]=2[CH:14]=1.C(=O)([O-])[O-].[K+].[K+].[CH2:21]([O:28][C:29]([NH:31][CH2:32][CH2:33]Br)=[O:30])[C:22]1[CH:27]=[CH:26][CH:25]=[CH:24][CH:23]=1.C(OCC)(=O)C>CN(C)C=O.O>[CH2:21]([O:28][C:29]([NH:31][CH2:32][CH2:33][O:1][C:2]1[CH:3]=[CH:4][C:5]2[C:9]3[CH:10]=[CH:11][CH:12]=[CH:13][C:8]=3[S:7][C:6]=2[CH:14]=1)=[O:30])[C:22]1[CH:27]=[CH:26][CH:25]=[CH:24][CH:23]=1 |f:1.2.3|. Reported procedure: To a solution of 370.6 mg of 3-hydroxydibenzothiophene [prepared by the method reported by H. Kudo in J. Heterocycl. Chem., 22 (1), 215-218 (1985)] and 768 mg of potassium carbonate in 4 ml of dimethylformamide, 720 mg of Intermediate 0 were added and the mixture was heated at 60° C. for 30 hours. Thereto were added ethyl acetate and water to effect extraction, whereupon the organic layer was dried and the solvent was distilled off under a reduced pressure to thereby obtain 637 mg of the above-i...